Dataset: the Open Reaction Database (ORD), a public repository of structured organic reaction records. Task: describe an organic reaction: reactants, conditions, products, and yield Product: FC1=C(C=CC(=C1)C#N)C1=C(C=CC(=C1)C1=CN=C2N1C=CC(=C2F)C(C)(C)O)F (2,2′-difluoro-5′-[8-fluoro-7-(1-hydroxy-1-methylethyl)imidazo[1,2-α]pyridin-3-yl]biphenyl-4-carbonitrile). The yield is 9.0%. As a reaction SMILES: Cl[C:2]1[CH:3]=[C:4]([C:9]2[N:13]3[CH:14]=[CH:15][C:16]([C:19]([OH:22])([CH3:21])[CH3:20])=[C:17]([F:18])[C:12]3=[N:11][CH:10]=2)[CH:5]=[CH:6][C:7]=1[F:8].CC1(C)COB([C:30]2[CH:37]=[CH:36][C:33]([C:34]#[N:35])=[CH:32][C:31]=2[F:38])OC1>>[F:38][C:31]1[CH:32]=[C:33]([C:34]#[N:35])[CH:36]=[CH:37][C:30]=1[C:2]1[CH:3]=[C:4]([C:9]2[N:13]3[CH:14]=[CH:15][C:16]([C:19]([OH:22])([CH3:21])[CH3:20])=[C:17]([F:18])[C:12]3=[N:11][CH:10]=2)[CH:5]=[CH:6][C:7]=1[F:8]. Reported procedure: 2-[3-(3-Chloro-4-fluorophenyl)-8-fluoroimidazo[1,2-α]pyridin-7-yl]-propan-2-ol and 4-(5,5-dimethyl-[1,3,2]dioxaborinan-2-yl)-3-fluorobenzonitrile were coupled in the same way as in Example 30 to give 2,2′-difluoro-5′-[8-fluoro-7-(1-hydroxy-1-methylethyl)imidazo[1,2-α]pyridin-3-yl]biphenyl-4-carbonitrile as an off-white solid (9 mg, 9%): δH (400 MHz, d6-DMSO) 1.56 (6H, s), 7.27 (1H, t, J 7), 7.60 (1H, t, J 9), 7.81-7.92 (5H, m), 8.05 (1H, d, J 10), 8.47 (1H, d, J 7); m/z (ES+) 408 [MH+]. Reactants: ClC=1C=C(C=CC1F)C1=CN=C2N1C=CC(=C2F)C(C)(C)O (2-[3-(3-Chloro-4-fluorophenyl)-8-fluoroimidazo[1,2-α]pyridin-7-yl]-propan-2-ol), CC1(COB(OC1)C1=C(C=C(C#N)C=C1)F)C (4-(5,5-dimethyl-[1,3,2]dioxaborinan-2-yl)-3-fluorobenzonitrile). The reactants are Cl (hydrochloric acid), [OH-].[Na+] (sodium hydroxide), OC1=C(C=CC=C1C=CC)C(CC)=O (2'hydroxy-3'-(1-propenyl)propiophenone), C(C1=CC=CC=C1)=O (benzaldehyde). The solvent is C(C)O (ethanol), O (water). Reaction conditions: temperature 0 celsius, time 4 hour. Yields the product OC1=C(C=CC=C1C=CC)C(C=CC1=CC=CC=C1)=O (1-[2-hydroxy-3-(1-propenyl)phenyl]-3-phenyl-2-propen-1-one). As a reaction SMILES: [OH-].[Na+].[OH:3][C:4]1[C:9]([CH:10]=[CH:11][CH3:12])=[CH:8][CH:7]=[CH:6][C:5]=1[C:13](=[O:16])[CH2:14][CH3:15].C(=O)[C:18]1[CH:23]=[CH:22][CH:21]=[CH:20][CH:19]=1.Cl>C(O)C.O>[OH:3][C:4]1[C:9]([CH:10]=[CH:11][CH3:12])=[CH:8][CH:7]=[CH:6][C:5]=1[C:13](=[O:16])[CH:14]=[CH:15][C:18]1[CH:23]=[CH:22][CH:21]=[CH:20][CH:19]=1 |f:0.1|. Procedure details: 60 ml of 50% (w/v) sodium hydroxide was added dropwise during 30 minutes to a solution of 17.6 g of a 7:3 E-Z mixture of 2'hydroxy-3'-(1-propenyl)propiophenone (prepared as described in R. E. Ford. et al., J. Med. Chem., 29, 538, (1986)) and 10.82 g of benzaldehyde in 73 ml of ethanol stirred at 0° C. The temperature of the reaction mixture was raised to 25° C. and stirring was continued for 4 hours. After standing at room temperature overnight, 150 ml of water was added, followed by dropwise ad... Starting materials: C([O-])([O-])=O.[K+].[K+] (potassium carbonate), C(C)N(CC)S(F)(F)F (Diethylaminosulphur trifluoride), N1=C(C=NC=C1)C1(CN2CCC1C2)O (3-(2-pyrazinyl)-1-azabicyclo[2.2.1]heptan-3-ol), O (water). The solvent is ClCCl (dichloromethane). Reaction conditions: time 24 hour. Yields the product FC1(CN2CCC1C2)C2=NC=CN=C2 (3-fluoro-3-(2-pyrazinyl)-1-azabicyclo[2.2.1]heptane). Isolated yield 14.8%. RXN SMILES: C(N(S(F)(F)[F:7])CC)C.[N:10]1[CH:15]=[CH:14][N:13]=[CH:12][C:11]=1[C:16]1(O)[CH:21]2[CH2:22][N:18]([CH2:19][CH2:20]2)[CH2:17]1.O.C(=O)([O-])[O-].[K+].[K+]>ClCCl>[F:7][C:16]1([C:11]2[CH:12]=[N:13][CH:14]=[CH:15][N:10]=2)[CH:21]2[CH2:22][N:18]([CH2:19][CH2:20]2)[CH2:17]1 |f:3.4.5|. Procedure details: Diethylaminosulphur trifluoride (0.42 g, 2.62 mmol) was added to a stirred solution of 3-(2-pyrazinyl)-1-azabicyclo[2.2.1]heptan-3-ol (0.5 g, 2.62 mmol) in dichloromethane (30 ml), at -65° C. After 24 h, water (20 ml) was added, basified with potassium carbonate, and extracted into dichloromethane (3×50 ml). The combined extracts were dried (Na2SO4), evaporated, and the residue chromatographed through silica-gel, eluting with dichloromethane-methanol (90:10) to give 3-fluoro-3-(2-pyrazinyl)-1-az... Starting materials: O=C1C=C(NC=C1OCC1=CC=CC=C1)C(=O)NN1C(NCC1)=O (1,4-dihydro-4-oxo-N-(2-oxo-1-imidazolidinyl)-5-(phenylmethoxy)-2-pyridinecarboxamide), C[Si](C)(C)C(C(=O)N)[Si](C)(C)C (bis(trimethylsilyl)acetamide). Solvent: C(C)#N (acetonitrile). Conditions: time 60 minute. Product: OC=1C(C=C(NC1)C(=O)NN1C(NCC1)=O)=O (1,4-Dihydro-5-hydroxy-4-oxo-N-(2-oxo-1-imidazolidinyl)-2-pyridinecarboxamide). Reaction SMILES: [O:1]=[C:2]1[C:7]([O:8]CC2C=CC=CC=2)=[CH:6][NH:5][C:4]([C:16]([NH:18][N:19]2[CH2:23][CH2:22][NH:21][C:20]2=[O:24])=[O:17])=[CH:3]1.C[Si](C([Si](C)(C)C)C(N)=O)(C)C>C(#N)C>[OH:8][C:7]1[C:2](=[O:1])[CH:3]=[C:4]([C:16]([NH:18][N:19]2[CH2:23][CH2:22][NH:21][C:20]2=[O:24])=[O:17])[NH:5][CH:6]=1. Procedure details: To a suspension of 12 g (0.0365 mol) of 1,4-dihydro-4-oxo-N-(2-oxo-1-imidazolidinyl)-5-(phenylmethoxy)-2-pyridinecarboxamide in 150 ml of acetonitrile was added 36.1 ml (0.146 mol) of bis(trimethylsilyl)acetamide to form a slightly turbid solution. After filtration, 6 g of 10% palladium on charcoal was added and hydrogen was passed through the stirred reaction mixture. After hydrogenation for 60 minutes, the catalyst was filtered off and 15 ml of methanol and 2 ml of acetic acid were added. Stir... Starting materials: OC=1C(C2=CC=CC=C2C(C1)=O)=O (2-hydroxy-1,4-naphthoquinone), C(C(C)(C)C)(=O)Cl (pivaloyl chloride). Reagents/catalysts: [Ag] (silver). The solvent is C1=CC=CC=C1 (benzene). Run at time 8 hour. The product is C(C)(C)(C)C(=O)OC1=CC(C(C2=CC=CC=C12)=O)=O (4-(tert-Butylcarbonyloxy)-1,2-dihydro-1,2-dioxonaphthalene). Isolated yield 24.5%. Reaction SMILES: [OH:1][C:2]1[C:3](=[O:13])[C:4]2[C:9]([C:10](=[O:12])[CH:11]=1)=[CH:8][CH:7]=[CH:6][CH:5]=2.[C:14](Cl)(=[O:19])[C:15]([CH3:18])([CH3:17])[CH3:16]>C1C=CC=CC=1.[Ag]>[C:15]([C:14]([O:12][C:10]1[C:9]2[C:4](=[CH:5][CH:6]=[CH:7][CH:8]=2)[C:3](=[O:13])[C:2](=[O:1])[CH:11]=1)=[O:19])([CH3:18])([CH3:17])[CH3:16]. Reported procedure: A mixture of the silver salt of 2-hydroxy-1,4-naphthoquinone (842 mg, 3 mmol), and pivaloyl chloride (434 mg, 3.6 mmol) in benzene (5 mL) was stirred for 8 h at room temperature. The reaction mixture was filtered through Celite, the precipitate washed with EtOAc, and the combined organic solutions were concentrated in vacuo and purified by flash chromatography (EtOAc/hexane 1:10, 1:5). The product was recrystallized from hexane to afford a yellow solid (190 mg, 25%); mp 125-126° C.; 1H NMR (CDCl... Reactants: C1CCNCC1, CC(=O)O, Cc1ccccc1, O=CC=Cc1ccccc1, CC(=O)Cc1ccncc1. Product: CC(=O)C(=CC=Cc1ccccc1)c1ccncc1. RXN SMILES: [CH2:11]1[CH2:12][CH2:13][NH:14][CH2:15][CH2:16]1.[CH3:17][C:18](=[O:19])[OH:20].[CH3:31][c:32]1[cH:33][cH:34][cH:35][cH:36][cH:37]1.[CH:1]([CH:2]=[CH:3][c:4]1[cH:5][cH:6][cH:7][cH:8][cH:9]1)=[O:10].[n:21]1[cH:22][cH:23][c:24]([CH2:27][C:28]([CH3:29])=[O:30])[cH:25][cH:26]1>>[CH:1]([CH:2]=[CH:3][c:4]1[cH:5][cH:6][cH:7][cH:8][cH:9]1)=[C:27]([c:24]1[cH:23][cH:22][n:21][cH:26][cH:25]1)[C:28]([CH3:29])=[O:30].